Dataset: the Open Reaction Database (ORD), a public repository of structured organic reaction records. Task: describe an organic reaction: reactants, conditions, products, and yield Starting materials: C(#N)NC(SC)=NCCSCC1=NSC=C1 (N-cyano-N'-[2-(3-isothiazolylmethylthio)ethyl]-S-methylisothiourea), NCCSCC1=NSC=C1 (3-[(2-aminoethyl)thiomethyl]isothiazole), C(C)N (ethylamine). The product is C(#N)NC(=NCCSCC1=NSC=C1)NCC (N-cyano-N'-ethyl-N"-[2-(3-isothiazolylmethylthio)ethyl]guanidine). RXN SMILES: [C:1]([NH:3][C:4](=[N:7][CH2:8][CH2:9][S:10][CH2:11][C:12]1[CH:16]=[CH:15][S:14][N:13]=1)SC)#[N:2].[NH2:17][CH2:18][CH2:19]SCC1C=CSN=1.C(N)C>>[C:1]([NH:3][C:4]([NH:17][CH2:18][CH3:19])=[N:7][CH2:8][CH2:9][S:10][CH2:11][C:12]1[CH:16]=[CH:15][S:14][N:13]=1)#[N:2]. Procedure details: Reacting N-cyano-N'-[2-(3-isothiazolylmethylthio)ethyl]-S-methylisothiourea, prepared from 3-[(2-aminoethyl)thiomethyl]isothiazole by the procedure of Example 3(c)(i), with ethylamine by the procedure of Example 4 gives N-cyano-N'-ethyl-N"-[2-(3-isothiazolylmethylthio)ethyl]guanidine. The reactants are ClC=1C=C(C=C(C1F)Cl)C(=CC(=O)C=1C=C2COC3(C2=CC1)CN(C3)C(=O)OC(C)(C)C)C(F)(F)F (tert-butyl 5′-[3-(3,5-dichloro-4-fluorophenyl)-4,4,4-trifluorobut-2-enoyl]-3′H-spiro[azetidine-3,1′-isobenzofuran]-1-carboxylate), C(C)(=S)O (thioacetic acid). Reagents/catalysts: C(C)N(CC)CC (triethylamine). Run in ClCCl (dichloromethane). Reaction conditions: time 96 hour. The product is ClC=1C=C(C=C(C1F)Cl)C(CC(=O)C=1C=C2COC3(C2=CC1)CN(C3)C(=O)OC(C)(C)C)(C(F)(F)F)C(C)=S (tert-butyl 5′-[3-(3,5-dichloro-4-fluorophenyl)-3-thioacetyl-4,4,4-trifluorobutanoyl]-3′H-spiro[azetidine-3,1′-isobenzofuran]-1-carboxylate). RXN SMILES: [Cl:1][C:2]1[CH:3]=[C:4]([C:10]([C:33]([F:36])([F:35])[F:34])=[CH:11][C:12]([C:14]2[CH:15]=[C:16]3[C:20](=[CH:21][CH:22]=2)[C:19]2([CH2:25][N:24]([C:26]([O:28][C:29]([CH3:32])([CH3:31])[CH3:30])=[O:27])[CH2:23]2)[O:18][CH2:17]3)=[O:13])[CH:5]=[C:6]([Cl:9])[C:7]=1[F:8].[C:37](O)(=[S:39])[CH3:38]>ClCCl.C(N(CC)CC)C>[Cl:1][C:2]1[CH:3]=[C:4]([C:10]([C:37](=[S:39])[CH3:38])([C:33]([F:35])([F:34])[F:36])[CH2:11][C:12]([C:14]2[CH:15]=[C:16]3[C:20](=[CH:21][CH:22]=2)[C:19]2([CH2:25][N:24]([C:26]([O:28][C:29]([CH3:32])([CH3:30])[CH3:31])=[O:27])[CH2:23]2)[O:18][CH2:17]3)=[O:13])[CH:5]=[C:6]([Cl:9])[C:7]=1[F:8]. Procedure: The starting material, tert-butyl 5′-[3-(3,5-dichloro-4-fluorophenyl)-4,4,4-trifluorobut-2-enoyl]-3′H-spiro[azetidine-3,1′-isobenzofuran]-1-carboxylate (3.0 g, 6.0 mmoL), was dissolved in dichloromethane (14 mL) and to this solution were added thioacetic acid (2.6 mL, 6.0 eq) and 2 drops of triethylamine and the resulting mixture was stirred at room temperature for 96 h under argon. Solvents were removed under reduced pressure and the crude product was purified via flash silica gel chromatograph... The reactants are O (water), [OH-].[Na+] (sodium hydroxide), O (water), C1(=CC=CC=C1)[C@H]1[C@@H](CN(C1)CC1=CC=CC=C1)C#N (trans-4 -phenyl-1-(phenylmethyl)-3-pyrrolidinecarbonitrile), [H-].[Al+3].[Li+].[H-].[H-].[H-] (lithium aluminum hydride). Run in O1CCCC1 (tetrahydrofuran). Reaction conditions: time 18 hour. Product: C1(=CC=CC=C1)C1C(CN(C1)CC1=CC=CC=C1)CN (4-phenyl-1-(phenylmethyl)-3-pyrrolidinemethanamine). Yield: 93.9%. RXN SMILES: [C:1]1([C@@H:7]2[CH2:11][N:10]([CH2:12][C:13]3[CH:18]=[CH:17][CH:16]=[CH:15][CH:14]=3)[CH2:9][C@H:8]2[C:19]#[N:20])[CH:6]=[CH:5][CH:4]=[CH:3][CH:2]=1.[H-].[Al+3].[Li+].[H-].[H-].[H-].O.[OH-].[Na+]>O1CCCC1>[C:1]1([CH:7]2[CH2:11][N:10]([CH2:12][C:13]3[CH:14]=[CH:15][CH:16]=[CH:17][CH:18]=3)[CH2:9][CH:8]2[CH2:19][NH2:20])[CH:2]=[CH:3][CH:4]=[CH:5][CH:6]=1 |f:1.2.3.4.5.6,8.9|. Procedure details: To a solution of 5.7 g (0.022 mole) of trans-4 -phenyl-1-(phenylmethyl)-3-pyrrolidinecarbonitrile (Helv. Chim. Acta, 64, 2203 (1981)) in 30 ml tetrahydrofuran was added 0.83 g (0.022 mmol) of lithium aluminum hydride in portions under nitrogen. The reaction mixture was then stirred at room temperature for 18 hours. To the resulting suspension were added 1 ml of water, 0.8 ml of 40% sodium hydroxide, and 3 ml of water. The grainy precipitate was filtered and washed with tetrahydrofuran. The combi... Starting materials: CCOC(=O)c1nc(C(F)(F)F)n2c1CN(C(=O)CC(Cc1cc(F)c(F)cc1F)NC(=O)OC(C)(C)C)CC2, CCOC(C)=O, Cl. Product: CCOC(=O)c1nc(C(F)(F)F)n2c1CN(C(=O)CC(N)Cc1cc(F)c(F)cc1F)CC2, Cl. Reaction SMILES: [CH2:1]([CH3:2])[O:3][C:4](=[O:5])[c:6]1[n:7][c:8]([C:37]([F:38])([F:39])[F:40])[n:9]2[c:10]1[CH2:11][N:12]([C:15]([CH2:16][CH:17]([CH2:18][c:19]1[c:20]([F:27])[cH:21][c:22]([F:26])[c:23]([F:25])[cH:24]1)[NH:28][C:29]([O:30][C:31]([CH3:32])([CH3:33])[CH3:34])=[O:35])=[O:36])[CH2:13][CH2:14]2.[CH3:42][CH2:43][O:44][C:45](=[O:46])[CH3:47].[ClH:41]>>[CH2:1]([CH3:2])[O:3][C:4](=[O:5])[c:6]1[n:7][c:8]([C:37]([F:38])([F:39])[F:40])[n:9]2[c:10]1[CH2:11][N:12]([C:15]([CH2:16][CH:17]([CH2:18][c:19]1[c:20]([F:27])[cH:21][c:22]([F:26])[c:23]([F:25])[cH:24]1)[NH2:28])=[O:36])[CH2:13][CH2:14]2.[ClH:41]. The reactants are CN1C=NC2=C1C=C(C=C2)C(=O)OC (methyl 1-methyl-1H-benzo[d]imidazole-6-carboxylate), CN1C=NC2=C1C=CC(=C2)C(=O)OC (methyl 1-methyl-1H-benzo[d]imidazole-5-carboxylate), CS(=O)C (DMSO), [H-].[Na+] (NaH). Run in CC#N (CH3CN), CC#N (CH3CN). Conditions: time 2 hour. Product: desired products, CN1C=NC2=C1C=C(C=C2)C(CC#N)=O (3-(1-methyl-1H-benzo[d]imidazol-6-yl)-3-oxopropanenitrile), CN1C=NC2=C1C=CC(=C2)C(CC#N)=O (3-(1-methyl-1H-benzo[d]imidazol-5-yl)-3-oxopropanenitrile). Isolated yield 38.0%. Reaction SMILES: CS(C)=O.[H-].[Na+].[CH3:7][N:8]1[C:12]2[CH:13]=[C:14]([C:17]([O:19]C)=O)[CH:15]=[CH:16][C:11]=2[N:10]=[CH:9]1.[CH3:21][N:22]1[C:26]2[CH:27]=[CH:28][C:29]([C:31]([O:33]C)=O)=[CH:30][C:25]=2[N:24]=[CH:23]1>CC#N>[CH3:7][N:8]1[C:12]2[CH:13]=[C:14]([C:17](=[O:19])[CH2:25][C:26]#[N:22])[CH:15]=[CH:16][C:11]=2[N:10]=[CH:9]1.[CH3:21][N:22]1[C:26]2[CH:27]=[CH:28][C:29]([C:31](=[O:33])[CH2:11][C:12]#[N:8])=[CH:30][C:25]=2[N:24]=[CH:23]1 |f:1.2|. Procedure: A mixture of CH3CN (0.62 mL, 11.84 mmol), DMSO (2 mL) and NaH (410 mg, 10.26 mmol) was stirred for 45 minutes at room temperature before a solution of methyl 1-methyl-1H-benzo[d]imidazole-6-carboxylate and methyl 1-methyl-1H-benzo[d]imidazole-5-carboxylate (1.5 g, 7.89 mmol) in CH3CN (5 mL) was added dropwise. The resulting mixture was stirred at room temperature for 2 h before quenching by the addition of saturated NH4Cl and extraction with DCM (3×30 ml). The combined organic layers were concen... The reactants are C(C)(C)(C)OC(=O)N1CC(C(CC1)C1=CC(=CC=C1)OC)O ((±)-3-Hydroxy-4-(3-methoxy-phenyl)-piperidine-1-carboxylic acid tert-butyl ester), N1=CC=CC=C1 (pyridine), CC(=O)OI1(C=2C=CC=CC2C(=O)O1)(OC(=O)C)OC(=O)C (Dess-Martin periodinane). Run in C(Cl)Cl (methylene chloride). Conditions: time 2 hour. Product: C(C)(C)(C)OC(=O)N1CC(C(CC1)C1=CC(=CC=C1)OC)=O ((±)-4-(3-methoxy-phenyl)-3-oxo-piperidine-1-carboxylic acid tert-butyl ester). The yield is 74.5%. Reaction SMILES: [C:1]([O:5][C:6]([N:8]1[CH2:13][CH2:12][CH:11]([C:14]2[CH:19]=[CH:18][CH:17]=[C:16]([O:20][CH3:21])[CH:15]=2)[CH:10]([OH:22])[CH2:9]1)=[O:7])([CH3:4])([CH3:3])[CH3:2].N1C=CC=CC=1.CC(OI1(OC(C)=O)(OC(C)=O)OC(=O)C2C=CC=CC1=2)=O>C(Cl)Cl>[C:1]([O:5][C:6]([N:8]1[CH2:13][CH2:12][CH:11]([C:14]2[CH:19]=[CH:18][CH:17]=[C:16]([O:20][CH3:21])[CH:15]=2)[C:10](=[O:22])[CH2:9]1)=[O:7])([CH3:4])([CH3:3])[CH3:2]. Reported procedure: (±)-3-Hydroxy-4-(3-methoxy-phenyl)-piperidine-1-carboxylic acid tert-butyl ester (1.27 g, 4.13 mmol) and pyridine (334 uL, 4 mmol) in methylene chloride (70 mL) at 0° C. were treated with Dess-Martin periodinane (3.5 g, 8.3 mmol) and then the reaction was stirred at room temperature for 2 h. The reaction was quenched by addition of a mixture of sat. solution of Na2S2O3 and sat. solution of NaHCO3 (1:1 v:v) (50 ml), which was followed by extraction with ether. The product was isolated by flash ch... The reactants are C(C1=CC=CC=C1)(=O)OCC1=CC(=NO1)C ((3-methylisoxazol-5-yl)methyl benzoate), CC(=O)O (AcOH), C1CC(=O)N(C1=O)Br (NBS). Run in O (water). Run at temperature 110 celsius. The product is C(C1=CC=CC=C1)(=O)OCC1=C(C(=NO1)C)Br ((4-bromo-3-methylisoxazol-5-yl)methyl benzoate). As a reaction SMILES: [C:1]([O:9][CH2:10][C:11]1[O:15][N:14]=[C:13]([CH3:16])[CH:12]=1)(=[O:8])[C:2]1[CH:7]=[CH:6][CH:5]=[CH:4][CH:3]=1.CC(O)=O.C1C(=O)N([Br:28])C(=O)C1>O>[C:1]([O:9][CH2:10][C:11]1[O:15][N:14]=[C:13]([CH3:16])[C:12]=1[Br:28])(=[O:8])[C:2]1[CH:3]=[CH:4][CH:5]=[CH:6][CH:7]=1. Procedure details: To a resealable vial was added (3-methylisoxazol-5-yl)methyl benzoate (907 mg, 4.18 mmol), AcOH (3.5 ml, 61.1 mmol), and NBS (892 mg, 5.01 mmol). The reaction was heated to 110° C. overnight. The reaction was cooled to room temperature and diluted with water. The aqueous was extracted with EtOAc and the combined organics were washed with brine, dried over Na2SO4, filtered, and concentrated. The crude residue was purified via Biotage (EtOAc/hex) to afford (4-bromo-3-methylisoxazol-5-yl)methyl ben... The reactants are CCI, CC1(C)OB(c2cc[nH]n2)OC1(C)C. The product is CCn1ccc(B2OC(C)(C)C(C)(C)O2)n1. As a reaction SMILES: [CH2:15]([CH3:16])[I:17].[CH3:1][C:2]1([CH3:14])[O:3][B:4]([c:9]2[n:10][nH:11][cH:12][cH:13]2)[O:5][C:6]1([CH3:7])[CH3:8]>>[CH3:1][C:2]1([CH3:14])[O:3][B:4]([c:9]2[n:10][n:11]([CH2:15][CH3:16])[cH:12][cH:13]2)[O:5][C:6]1([CH3:7])[CH3:8]. The reactants are N1=CC(=CC=C1)NC(OC1=CC=CC=C1)=NC#N (N-(3-pyridyl)-N'-cyano-O-phenylisourea), C[C@H](C1=CC=CC=C1)N ((R)-α-methylbenzylamine), C(C)(C)O (isopropanol). Solvent: CO (MeOH). Yields the product C(#N)N=C(NC=1C=NC=CC1)N[C@H](C)C1=CC=CC=C1 ((R)-N"-Cyano-N-(3-pyridyl)-N'-(1-phenyl)ethylguanidine). Isolated yield 7403.7%. As a reaction SMILES: [N:1]1[CH:6]=[CH:5][CH:4]=[C:3]([NH:7][C:8](=[N:16][C:17]#[N:18])OC2C=CC=CC=2)[CH:2]=1.[CH3:19][C@@H:20]([NH2:27])[C:21]1[CH:26]=[CH:25][CH:24]=[CH:23][CH:22]=1.C(O)(C)C>CO>[C:17]([N:16]=[C:8]([NH:27][C@@H:20]([C:21]1[CH:26]=[CH:25][CH:24]=[CH:23][CH:22]=1)[CH3:19])[NH:7][C:3]1[CH:2]=[N:1][CH:6]=[CH:5][CH:4]=1)#[N:18]. Reported procedure: A stirred mixture of N-(3-pyridyl)-N'-cyano-O-phenylisourea (see, Example 5 for procedure) (8.00 g, 0.336 mmol), (R)-α-methylbenzylamine (10.8 mL, 0.0835 mol) and isopropanol (53.3 mL) was refluxed, under nitrogen, for 4 hours. The reaction was complete by TLC with 10% MeOH-1% NH4OH-CHCl3. The mixture was concentrated in vacuo. The residue was mixed with EtOAc several times with concentration after each addition; the resulting solid was triturated with hot EtOAc, collected by filtration and recr... The reactants are Ethyl 4H,6H-imidazo(5,1-c)(4,1)benzthiazepine-3-carboxylate, [N+](#[C-])CC(=O)OCC (ethyl isocyanoacetate), O=C1NC2=C(CSC1)C=CC=C2 (1,2,3,4-tetrahydro-2-oxo-4,1-benzthiazepine). The product is C1=NC(=C2CSC3=C(N21)C=CC=C3)C(=O)OCC (Ethyl 4H-imidazo(5,1-c)(1,4)benzothiazine-3-carboxylate). Reaction SMILES: [N+:1]([CH2:3][C:4]([O:6][CH2:7][CH3:8])=[O:5])#[C-:2].O=[C:10]1[CH2:16][S:15]C[C:13]2[CH:17]=[CH:18][CH:19]=[CH:20][C:12]=2[NH:11]1>>[CH:2]1[N:11]2[C:10]([CH2:16][S:15][C:13]3[CH:17]=[CH:18][CH:19]=[CH:20][C:12]=32)=[C:3]([C:4]([O:6][CH2:7][CH3:8])=[O:5])[N:1]=1. Reported procedure: Ethyl 4H,6H-imidazo(5,1-c)(4,1)benzthiazepine-3-carboxylate, M.p. 171.4°-171.7° C. by reaction between ethyl isocyanoacetate and 1,2,3,4-tetrahydro-2-oxo-4,1-benzthiazepine.